Dataset: the Open Reaction Database (ORD), a public repository of structured organic reaction records. Task: describe an organic reaction: reactants, conditions, products, and yield Starting materials: NCC(COC1=C(C=C(C=C1C)C1=NOC(=N1)C=1SC(=CC1)CC)C)O (1-amino-3-{4-[5-(5-ethyl-thiophen-2-yl)-[1,2,4]oxadiazol-3-yl]-2,6-dimethyl-phenoxy}-propan-2-ol), CCN(C(C)C)C(C)C (DIPEA), C(CO)(=O)O (glycolic acid), CN(C)C(=[N+](C)C)ON1C2=C(C=CC=C2)N=N1.[B-](F)(F)(F)F (TBTU). The solvent is CC(OCC)=O (EA), C(Cl)Cl (DCM). Reaction conditions: time 1 hour. Yields the product C(C)C1=CC=C(S1)C1=NC(=NO1)C1=CC(=C(OCC(CNC(CO)=O)O)C(=C1)C)C (N-(3-{4-[5-(5-ethyl-thiophen-2-yl)-[1,2,4]oxadiazol-3-yl]-2,6-dimethyl-phenoxy}-2-hydroxy-propyl)-2-hydroxy-acetamide). Yield: 18.9%. As a reaction SMILES: [NH2:1][CH2:2][CH:3]([OH:26])[CH2:4][O:5][C:6]1[C:11]([CH3:12])=[CH:10][C:9]([C:13]2[N:17]=[C:16]([C:18]3[S:19][C:20]([CH2:23][CH3:24])=[CH:21][CH:22]=3)[O:15][N:14]=2)=[CH:8][C:7]=1[CH3:25].CCN(C(C)C)C(C)C.[C:36](O)(=[O:39])[CH2:37][OH:38].CN(C(ON1N=NC2C=CC=CC1=2)=[N+](C)C)C.[B-](F)(F)(F)F>C(Cl)Cl.CC(=O)OCC>[CH2:23]([C:20]1[S:19][C:18]([C:16]2[O:15][N:14]=[C:13]([C:9]3[CH:10]=[C:11]([CH3:12])[C:6]([O:5][CH2:4][CH:3]([OH:26])[CH2:2][NH:1][C:37](=[O:38])[CH2:36][OH:39])=[C:7]([CH3:25])[CH:8]=3)[N:17]=2)=[CH:22][CH:21]=1)[CH3:24] |f:3.4|. Procedure: To a cold solution (0° C.) of 1-amino-3-{4-[5-(5-ethyl-thiophen-2-yl)-[1,2,4]oxadiazol-3-yl]-2,6-dimethyl-phenoxy}-propan-2-ol (32 mg, 86 μmol) in DCM (1 mL), DIPEA (45 mg, 345 μmol), glycolic acid (13 mg, 172 μmol) and finally TBTU (33 mg, 101 μmol) is added. The mixture is stirred at rt for 1 h before it is diluted with EA and washed with water. The aq. phase is extracted back with EA. The combined org. extracts are dried over MgSO4, filtered and evaporated. The crude product is purified by cr... The reactants are C(C)OC(=O)C1N(C2=CC=CC=C2C1)C(C(=C)C)=O (2,3-dihydro-1-(2-methyl-1-oxo-2-propenyl)-1H-indole-2-carboxylic acid ethyl ester), [OH-].[K+] (potassium hydroxide), C1(CCCCC1)NC1CCCCC1.CC(C(=O)N1C(CC2=CC=CC=C12)C(=O)O)=C (2,3-dihydro-1-(2-methyl-1-oxo-2-propenyl)-1H-indole-2-carboxylic acid dicyclohexylamine salt), C1(CCCCC1)NC1CCCCC1 (dicyclohexylamine). The solvent is CS(=O)C (dimethylsulfoxide), O (water), C(C)#N (acetonitrile). Run at time 2 day. The product is CC(C(=O)N1C(CC2=CC=CC=C12)C(=O)O)=C (2,3-Dihydro-1-(2-methyl-1-oxo-2-propenyl)-1H-indole-2-carboxylic acid). Isolated yield 50.0%. Reaction SMILES: C([O:3][C:4]([CH:6]1[CH2:14][C:13]2[C:8](=[CH:9][CH:10]=[CH:11][CH:12]=2)[N:7]1[C:15](=[O:19])[C:16]([CH3:18])=[CH2:17])=[O:5])C.[OH-].[K+].C1(NC2CCCCC2)CCCCC1.C1(NC2CCCCC2)CCCCC1.CC(=C)C(N1C2C(=CC=CC=2)CC1C(O)=O)=O>O.C(#N)C.CS(C)=O>[CH3:18][C:16](=[CH2:17])[C:15]([N:7]1[C:8]2[C:13](=[CH:12][CH:11]=[CH:10][CH:9]=2)[CH2:14][CH:6]1[C:4]([OH:5])=[O:3])=[O:19] |f:1.2,4.5|. Procedure details: A mixture of 2,3-dihydro-1-(2-methyl-1-oxo-2-propenyl)-1H-indole-2-carboxylic acid ethyl ester (3.9 g., 15.0 mmole), 80% aqueous dimethylsulfoxide (90 ml.) and potassium hydroxide (86% pellets, 1.3 g., 19.9 mmole), was stirred under nitrogen atmosphere for 2 days at room temperature, then evaporated under reduced pressure on a rotary evaporator to give an oily residue. The residue was dissolved in water (any insoluble material was removed by filtration), and the aqueous solution was made acidic ... The reactants are [Al+3], C1CCOC1, CCOC(C)=O, COC(=O)c1ccc(C2CCCC3CCC(=Cc4ccc(-n5cnc(C)c5)c(OC)c4)C(=O)N32)cc1, [Cl-], [H-], [H-], [H-], [H-], [Li+], [NH4+]. Product: COc1cc(C=C2CCC3CCCC(c4ccc(CO)cc4)N3C2=O)ccc1-n1cnc(C)c1. Reaction SMILES: [Al+3:2].[CH2:51]1[O:52][CH2:53][CH2:54][CH2:55]1.[CH3:45][CH2:46][O:47][C:48](=[O:49])[CH3:50].[CH3:7][O:8][c:9]1[cH:10][c:11]([CH:12]=[C:13]2[C:14](=[O:33])[N:15]3[CH:16]([c:23]4[cH:24][cH:25][c:26]([C:27](=[O:28])[O:29][CH3:30])[cH:31][cH:32]4)[CH2:17][CH2:18][CH2:19][CH:20]3[CH2:21][CH2:22]2)[cH:34][cH:35][c:36]1-[n:37]1[cH:38][n:39][c:40]([CH3:42])[cH:41]1.[Cl-:43].[H-:1].[H-:4].[H-:5].[H-:6].[Li+:3].[NH4+:44]>>[CH3:7][O:8][c:9]1[cH:10][c:11]([CH:12]=[C:13]2[C:14](=[O:33])[N:15]3[CH:16]([c:23]4[cH:24][cH:25][c:26]([CH2:27][OH:28])[cH:31][cH:32]4)[CH2:17][CH2:18][CH2:19][CH:20]3[CH2:21][CH2:22]2)[cH:34][cH:35][c:36]1-[n:37]1[cH:38][n:39][c:40]([CH3:42])[cH:41]1. Reactants: BrCC(=O)N[C@@H](CC1=CC=CC=C1)CO (2-bromo-N-(1(S)-hydroxymethyl-2-phenylethyl)acetamide), O.C1(=CC=C(C=C1)S(=O)(=O)O)C (p-toluenesulfonic acid monohydrate), COC(=C)C (2-methoxypropene). Solvent: C(Cl)Cl (CH2Cl2). Run at time 15 minute. The product is BrCC(=O)N1C(OC[C@@H]1CC1=CC=CC=C1)(C)C (3-(2-bromoacetyl)-2,2-dimethyl-4(S)-phenylmethyl-oxazolidine). The yield is 889.5%. RXN SMILES: [Br:1][CH2:2][C:3]([NH:5][C@H:6]([CH2:14][OH:15])[CH2:7][C:8]1[CH:13]=[CH:12][CH:11]=[CH:10][CH:9]=1)=[O:4].O.[C:17]1(C)[CH:22]=CC(S(O)(=O)=O)=C[CH:18]=1.COC(C)=C>C(Cl)Cl>[Br:1][CH2:2][C:3]([N:5]1[C@@H:6]([CH2:7][C:8]2[CH:13]=[CH:12][CH:11]=[CH:10][CH:9]=2)[CH2:14][O:15][C:17]1([CH3:22])[CH3:18])=[O:4] |f:1.2|. Procedure details: To a mixture of 2-bromo-N-(1(S)-hydroxymethyl-2-phenylethyl)acetamide (1.55 g, 5.45 mmol) and p-toluenesulfonic acid monohydrate (100 mg) in CH2Cl2 (50 mL) was added 2-methoxypropene (1.50 mL, 15.7 mmol) dropwise via syringe. After 15 minutes at ambient temperature, the resultant mixture was washed with 1M pH7 phosphate buffer (25 mL) and brine (25 mL), dried over Na2SO4, and concentrated to give a dark solid, which was triturated with MTBE/hex to provide 1.46 g (86%) of 3-(2-bromoacetyl)-2,2-di... Starting materials: OC1=CC=C(C#N)C=C1 (4-hydroxy benzonitrile), [OH-].[K+] (potassium hydroxide), O (water). The solvent is CO (methanol). Run at temperature 110 celsius, time 20 hour. The product is CC1(OC[C@@H](O1)COC1=CC=C(C=C1)C#N)C ((4S)-2,2-Dimethyl-4-(4-cyanophenoxy)methyl-1,3-dioxolane). Reaction SMILES: [OH:1][C:2]1[CH:9]=[CH:8][C:5]([C:6]#[N:7])=[CH:4][CH:3]=1.[OH-:10].[K+].[OH2:12]>CO>[CH3:3][C:2]1([CH3:9])[O:12][C@@H:5]([CH2:6][O:1][C:2]2[CH:9]=[CH:8][C:5]([C:6]#[N:7])=[CH:4][CH:3]=2)[CH2:4][O:10]1 |f:1.2|. Procedure: A solution of 4-hydroxy benzonitrile (55 g) in methanol (100 ml) was treated with potassium hydroxide (29 g) in water (30 ml) and evaporated at reduced pressure. The remaining potassium salt was dissolved in dry dimethylformamide (75 ml) and (4R)-2,2-dimethyl-4 - methanesulfonyloxymethyl-1,3-dioxolane, 82.2 g, was add stirring at 110° C. for 20 h, allowed to cool and distributed between ether and water. The aqueous phase was extracted three times with ether, the combined ether phases washed thre... The reactants are BrCC1CCCCC1, [Na+], O, O=S([O-])O. The product is [Na+], O=S(=O)([O-])CC1CCCCC1. RXN SMILES: [CH:6]1([CH2:12][Br:13])[CH2:7][CH2:8][CH2:9][CH2:10][CH2:11]1.[Na+:5].[OH2:14].[S:1]([O-:2])([OH:3])=[O:4]>>[Na+:5].[S:1](=[O:2])([O-:3])(=[O:4])[CH2:12][CH:6]1[CH2:7][CH2:8][CH2:9][CH2:10][CH2:11]1. Reactants: BrCC(C(=O)OCC)=O (ethyl bromopyruvate), NC(=O)N (urea). Solvent: C(C)O (ethanol). The product is NC=1OC=C(N1)C(=O)OCC (ethyl 2-amino-1,3-oxazole-4-carboxylate). The yield is 71.7%. Reaction SMILES: Br[CH2:2][C:3](=O)[C:4]([O:6][CH2:7][CH3:8])=[O:5].[NH2:10][C:11]([NH2:13])=[O:12]>C(O)C>[NH2:13][C:11]1[O:12][CH:2]=[C:3]([C:4]([O:6][CH2:7][CH3:8])=[O:5])[N:10]=1. Procedure details: A mixture of ethyl bromopyruvate (5.00 g), urea (2.31 g) and ethanol (51 mL) was refluxed overnight. The reaction mixture was cooled to room temperature, and the solvent was evaporated under reduced pressure. To the residue was added water, and the mixture was extracted with ethyl acetate. The extract was washed with saturated brine, and dried over anhydrous magnesium sulfate, and the solvent was evaporated under reduced pressure to give the title compound (2.87 g). Starting materials: C, COC(=O)C(C)Oc1ncncc1OCc1ccccc1, CCOC(C)=O, [Pd]. Yields the product COC(=O)C(C)Oc1ncncc1O. As a reaction SMILES: [C:22].[CH2:1]([c:2]1[cH:3][cH:4][cH:5][cH:6][cH:7]1)[O:8][c:9]1[c:10]([O:15][CH:16]([CH3:17])[C:18](=[O:19])[O:20][CH3:21])[n:11][cH:12][n:13][cH:14]1.[CH3:24][CH2:25][O:26][C:27](=[O:28])[CH3:29].[Pd:23]>>[OH:8][c:9]1[c:10]([O:15][CH:16]([CH3:17])[C:18](=[O:19])[O:20][CH3:21])[n:11][cH:12][n:13][cH:14]1.